This data is from the Open Reaction Database (ORD), a public repository of structured organic reaction records. The task is: describe an organic reaction: reactants, conditions, products, and yield Starting materials: Cl.[N+](=O)([O-])C1=CC=C(C=C1)CC=C1CN2CCC1CC2 (3-[2-(4-nitrophenyl)ethylidene]-1-azabicyclo[2.2.2]octane hydrochloride), [OH-].[Na+] (sodium hydroxide), [Sn] (tin), Cl (hydrochloric acid). The solvent is O (water). Reaction conditions: time 1 hour. The product is Cl.Cl.NC1=CC=C(C=C1)CC=C1CN2CCC1CC2 (3-[2-(4-Aminophenyl)ethylidene]-1-azabicyclo[2.2.2]octane dihydrochloride). Reaction SMILES: [ClH:1].[N+:2]([C:5]1[CH:10]=[CH:9][C:8]([CH2:11][CH:12]=[C:13]2[CH:18]3[CH2:19][CH2:20][N:15]([CH2:16][CH2:17]3)[CH2:14]2)=[CH:7][CH:6]=1)([O-])=O.[Sn].Cl.[OH-].[Na+]>O>[ClH:1].[ClH:1].[NH2:2][C:5]1[CH:10]=[CH:9][C:8]([CH2:11][CH:12]=[C:13]2[CH:18]3[CH2:17][CH2:16][N:15]([CH2:20][CH2:19]3)[CH2:14]2)=[CH:7][CH:6]=1 |f:0.1,4.5,7.8.9,^3:20|. Procedure: To 7.75 g (0.03 mole) of 3-[2-(4-nitrophenyl)ethylidene]-1-azabicyclo[2.2.2]octane hydrochloride and 7.12 g (0.06 mole) of mossy tin suspended in 50 ml of water add 30 ml (0.36 mole) of concentrated hydrochloric acid in six portions with good mixing. Maintain the reaction just near the boiling point, cooling if necessary. After the reaction slows heat the mixture at 80°-90° C. with good stirring for 1 hour. Follow the progress of the reaction by thin-layer chromatography on silica gel (acetonitr... Reactants: BrCCOC1OCCCC1 (2-(2-bromoethoxy)-tetrahydropyran), C(=O)(OCC1=CC=CC=C1)N1CC(NCC1)=O (1-carbobenzoxypiperazin-3-one), [H-].[Na+] (sodium hydride), [H-].[Na+] (sodium hydride). Solvent: CN(C=O)C (dimethylformamide), CN(C=O)C (dimethylformamide). Reaction conditions: time 20 hour. Product: C(=O)(OCC1=CC=CC=C1)N1CC(N(CC1)CCO)=O (1-Carbobenzoxy-4-(2-hydroxyethyl)piperazine-3-one). As a reaction SMILES: [C:1]([N:11]1[CH2:16][CH2:15][NH:14][C:13](=[O:17])[CH2:12]1)([O:3][CH2:4][C:5]1[CH:10]=[CH:9][CH:8]=[CH:7][CH:6]=1)=[O:2].[H-].[Na+].Br[CH2:21][CH2:22][O:23]C1CCCCO1>CN(C)C=O>[C:1]([N:11]1[CH2:16][CH2:15][N:14]([CH2:21][CH2:22][OH:23])[C:13](=[O:17])[CH2:12]1)([O:3][CH2:4][C:5]1[CH:6]=[CH:7][CH:8]=[CH:9][CH:10]=1)=[O:2] |f:1.2|. Procedure: To a solution of 1-carbobenzoxypiperazin-3-one (234 mg, 1.0 mmol) in dimethylformamide (10 ml) under nitrogen was added in one portion, 50% sodium hydride (48 mg, 1 mmol). After stirring at 20°-25° for 30 minutes until all of the sodium hydride had reacted, a solution of 2-(2-bromoethoxy)-tetrahydropyran (209 mg, 1 mmol) in dimethylformamide (2 ml) was added and the reaction mixture stirred at 20°-25° for 20 hours. Solvent was removed at 40°-45° and 0.1 mm and the residue chromatographed over si... The reactants are CC(=O)Cl, CCO, [K+], [OH-], O, CC(=O)c1ccc(O)c([N+](=O)[O-])c1. Product: CC(=O)Oc1ccc(C(C)=O)cc1[N+](=O)[O-]. As a reaction SMILES: [CH3:14][C:15]([Cl:16])=[O:17].[CH3:21][CH2:22][OH:23].[K+:19].[OH-:18].[OH2:20].[OH:1][c:2]1[c:3]([N+:11](=[O:12])[O-:13])[cH:4][c:5]([C:8]([CH3:9])=[O:10])[cH:6][cH:7]1>>[O:1]([c:2]1[c:3]([N+:11](=[O:12])[O-:13])[cH:4][c:5]([C:8]([CH3:9])=[O:10])[cH:6][cH:7]1)[C:15]([CH3:14])=[O:17].